This data is from the Open Reaction Database (ORD), a public repository of structured organic reaction records. The task is: describe an organic reaction: reactants, conditions, products, and yield Reactants: ClCCCC(C(C1=CC=CC=C1)C1=CC=CC=C1)=O (5-chloro-1,1-diphenyl-2-pentanone), NC(=O)C1CN(CCN1)CC(=O)NC1=C(C=CC=C1Cl)Cl (3-(aminocarbonyl)-N-(2,6-dichlorophenyl)-1-piperazineacetamide). Run in CN(C=O)C (N,N-dimethylformamide). Run at temperature 60 celsius, time 48 hour. Yields the product O.NC(=O)C1CN(CCN1CCCC(C(C1=CC=CC=C1)C1=CC=CC=C1)=O)CC(=O)NC1=C(C=CC=C1Cl)Cl (3-(aminocarbonyl)-N-(2,6-dichlorophenyl)-4-(4-oxo-5,5-diphenylpentyl)-1-piperazineacetamide monohydrate). Yield: 3.7%. RXN SMILES: Cl[CH2:2][CH2:3][CH2:4][C:5](=[O:19])[CH:6]([C:13]1[CH:18]=[CH:17][CH:16]=[CH:15][CH:14]=1)[C:7]1[CH:12]=[CH:11][CH:10]=[CH:9][CH:8]=1.[NH2:20][C:21]([CH:23]1[NH:28][CH2:27][CH2:26][N:25]([CH2:29][C:30]([NH:32][C:33]2[C:38]([Cl:39])=[CH:37][CH:36]=[CH:35][C:34]=2[Cl:40])=[O:31])[CH2:24]1)=[O:22]>CN(C)C=O>[OH2:19].[NH2:20][C:21]([CH:23]1[N:28]([CH2:2][CH2:3][CH2:4][C:5](=[O:19])[CH:6]([C:13]2[CH:18]=[CH:17][CH:16]=[CH:15][CH:14]=2)[C:7]2[CH:12]=[CH:11][CH:10]=[CH:9][CH:8]=2)[CH2:27][CH2:26][N:25]([CH2:29][C:30]([NH:32][C:33]2[C:34]([Cl:40])=[CH:35][CH:36]=[CH:37][C:38]=2[Cl:39])=[O:31])[CH2:24]1)=[O:22] |f:3.4|. Procedure details: A mixture of 4.45 parts of 5-chloro-1,1-diphenyl-2-pentanone, 9.94 parts of 3-(aminocarbonyl)-N-(2,6-dichlorophenyl)-1-piperazineacetamide and 90 parts of N,N-dimethylformamide was stirred for 48 hours at 60° C. and evaporated. The residue was taken up in water and alkalized with ammonia. The product was extracted twice with dichloromethane. The combined extracts were washed with water, dried, filtered and evaporated. The residue was purified twice by column-chromatography over silica gel using ... Reactants: B(Br)(Br)Br (boron tribromide), COC1=C(C2=CC=C(C=C2C=C1)C1=CC=C(C=C1)OC)C1=CC=CC=C1 (2-methoxy-6-(4-methoxyphenyl)-1-phenylnaphthalene), O (water). Run in C(Cl)Cl (CH2Cl2). Conditions: time 8 hour. Yields the product OC1=CC=C(C=C1)C=1C=C2C=CC(=C(C2=CC1)C1=CC=CC=C1)O (6-(4-Hydroxyphenyl)-1-phenyl-2-naphthol). The yield is 42.3%. Reaction SMILES: C[O:2][C:3]1[CH:12]=[CH:11][C:10]2[C:5](=[CH:6][CH:7]=[C:8]([C:13]3[CH:18]=[CH:17][C:16]([O:19]C)=[CH:15][CH:14]=3)[CH:9]=2)[C:4]=1[C:21]1[CH:26]=[CH:25][CH:24]=[CH:23][CH:22]=1.B(Br)(Br)Br.O>C(Cl)Cl>[OH:19][C:16]1[CH:17]=[CH:18][C:13]([C:8]2[CH:9]=[C:10]3[C:5](=[CH:6][CH:7]=2)[C:4]([C:21]2[CH:26]=[CH:25][CH:24]=[CH:23][CH:22]=2)=[C:3]([OH:2])[CH:12]=[CH:11]3)=[CH:14][CH:15]=1. Reported procedure: To a mixture of 2-methoxy-6-(4-methoxyphenyl)-1-phenylnaphthalene (0.36 g, 1.06 mmol) in CH2Cl2 (25 mL) at 0° C. was slowly added boron tribromide (3.2 mL of 1 N in CH2Cl2). The mixture was allowed to warm slowly to room temperature and was stirred overnight. The resulting solution was poured into water (100 mL) and extracted with ethyl acetate (3×150 mL). The combined organic layers were washed with saturated sodium bicarbonate solution, dried over magnesium sulfate, evaporation of thesolvent, ... RXN SMILES: C1(C)C=CC=CC=1.C(=O)([O-])[O-].[Na+].[Na+].Br[C:15]1[CH:32]=[CH:31][C:18]([O:19][CH2:20][CH:21]([OH:30])[CH2:22][CH2:23][C:24]2[CH:25]=[N:26][CH:27]=[CH:28][CH:29]=2)=[CH:17][CH:16]=1.[Cl:33][C:34]1[CH:39]=[C:38]([Cl:40])[CH:37]=[CH:36][C:35]=1B(O)O>C1C=CC([P]([Pd]([P](C2C=CC=CC=2)(C2C=CC=CC=2)C2C=CC=CC=2)([P](C2C=CC=CC=2)(C2C=CC=CC=2)C2C=CC=CC=2)[P](C2C=CC=CC=2)(C2C=CC=CC=2)C2C=CC=CC=2)(C2C=CC=CC=2)C2C=CC=CC=2)=CC=1.C(O)C>[Cl:33][C:34]1[CH:39]=[C:38]([Cl:40])[CH:37]=[CH:36][C:35]=1[C:15]1[CH:32]=[CH:31][C:18]([O:19][CH2:20][CH:21]([OH:30])[CH2:22][CH2:23][C:24]2[CH:25]=[N:26][CH:27]=[CH:28][CH:29]=2)=[CH:17][CH:16]=1 |f:1.2.3,^1:47,49,68,87|. The reactants are C1(=CC=CC=C1)C (toluene), ClC1=C(C=CC(=C1)Cl)B(O)O (2,4-dichlorobenzeneboronic acid), C([O-])([O-])=O.[Na+].[Na+] (sodium carbonate), BrC1=CC=C(OCC(CCC=2C=NC=CC2)O)C=C1 ((±)-1-(4-bromophenoxy)-4-(3-pyridyl)-2-butanol). Procedure: Prepared according to the method described in Example 33a) from toluene (3 ml), aqueous sodium carbonate (2 M, 1.4 ml), (±)-1-(4-bromophenoxy)-4-(3-pyridyl)-2-butanol (0.51 g), ethanol (0.8 ml), 2,4-dichlorobenzeneboronic acid (0.32 g) and tetrakis(triphenylphosphine)palladium(0) (75 mg) with heating at 120° C. for 4 hours. The residue obtained after work up was purified by column chromatography over silica eluting with dichloromethane then ether then ethyl acetate to give (±)-1-(2',4'-dichlorob... Run at temperature 120 celsius. The yield is 78.1%. The solvent is C(C)O (ethanol). Reagents/catalysts: C=1C=CC(=CC1)[P](C=2C=CC=CC2)(C=3C=CC=CC3)[Pd]([P](C=4C=CC=CC4)(C=5C=CC=CC5)C=6C=CC=CC6)([P](C=7C=CC=CC7)(C=8C=CC=CC8)C=9C=CC=CC9)[P](C=1C=CC=CC1)(C=1C=CC=CC1)C=1C=CC=CC1 (tetrakis(triphenylphosphine)palladium(0)). The product is ClC1=C(C=CC(=C1)Cl)C1=CC=C(C=C1)OCC(CCC=1C=NC=CC1)O ((±)-1-(2',4'-dichlorobiphenyl-4-yloxy)-4-(3-pyridyl)-2-butanol). Procedure: Prepared from compound 3 and cycloheptylbromide as described for compound 8. Purified by chromatography (dichloromethane) and crystallized from diethyl ether. M.p. 131-133° C. Starting materials: COC=1C=C(C=CC1OC)C1=NNC([C@H]2CC=CC[C@@H]12)=O ((cis)-4-(3,4-Dimethoxyphenyl)-4a,5,8,8a-tetrahydro-2H-phthalazin-1-one), C1(CCCCCC1)Br (cycloheptylbromide), COC=1C=C(C=CC1OC)C1=NN(C([C@H]2CCCC[C@@H]12)=O)C ((cis)-4-(3,4-Dimethoxyphenyl)-2-methyl-4a,5,6,7,8,8a-hexahydro-2H-phthalazin-1-one). RXN SMILES: [CH3:1][O:2][C:3]1[CH:4]=[C:5]([C:11]2[C@H:20]3[C@H:15]([CH2:16][CH:17]=[CH:18][CH2:19]3)[C:14](=[O:21])[NH:13][N:12]=2)[CH:6]=[CH:7][C:8]=1[O:9][CH3:10].[CH:22]1(Br)[CH2:28][CH2:27][CH2:26][CH2:25]CC1.COC1C=C(C2[C@H]3[C@H](CCCC3)C(=O)N(C)N=2)C=CC=1OC>>[CH3:1][O:2][C:3]1[CH:4]=[C:5]([C:11]2[C@H:20]3[C@H:15]([CH2:16][CH:17]=[CH:18][CH2:19]3)[C:14](=[O:21])[N:13]([CH:25]3[CH2:26][CH2:27][CH2:28][CH2:22]3)[N:12]=2)[CH:6]=[CH:7][C:8]=1[O:9][CH3:10]. Product: COC=1C=C(C=CC1OC)C1=NN(C([C@H]2CC=CC[C@@H]12)=O)C1CCCC1 ((cis)-4-(3,4-Dimethoxyphenyl)-2-cyclopentyl-4a,5,8,8a-tetrahydro-2H-phthalazin-1-one). The reactants are CN(C)C=O, CCOC(C)=O, COC(=O)NCc1cc(C(C)=NO)ccc1Cl, Fc1ccc(CBr)cc1, [H-], [Na+], O. Product: COC(=O)NCc1cc(C(C)=NOCc2ccc(F)cc2)ccc1Cl. As a reaction SMILES: [CH3:30][N:31]([CH3:32])[CH:33]=[O:34].[CH3:35][CH2:36][O:37][C:38](=[O:39])[CH3:40].[Cl:1][c:2]1[c:3]([CH2:4][NH:5][C:6]([O:7][CH3:8])=[O:9])[cH:10][c:11]([C:14]([CH3:15])=[N:16][OH:17])[cH:12][cH:13]1.[F:20][c:21]1[cH:22][cH:23][c:24]([CH2:25][Br:26])[cH:27][cH:28]1.[H-:18].[Na+:19].[OH2:29]>>[Cl:1][c:2]1[c:3]([CH2:4][NH:5][C:6]([O:7][CH3:8])=[O:9])[cH:10][c:11]([C:14]([CH3:15])=[N:16][O:17][CH2:25][c:24]2[cH:23][cH:22][c:21]([F:20])[cH:28][cH:27]2)[cH:12][cH:13]1. Isolated yield 37.0%. The product is C(CC)N(C1CCC=2C(=CC=C3C=CNC23)C1)CCC (Di-n-propyl-(6,7,8,9-tetrahydro-1H-benzo[g]indol-7yl)amine). RXN SMILES: [CH2:1]([N:4]([CH2:20][CH2:21][CH3:22])[CH:5]1[CH2:19][C:9]2=[CH:10][CH:11]=[C:12]3[C:16]([NH:15][C:14](=O)[C:13]3=O)=[C:8]2[CH2:7][CH2:6]1)[CH2:2][CH3:3].[H-].[Al+3].[Li+].[H-].[H-].[H-].O.[OH-].[Na+]>C(OCC)C>[CH2:20]([N:4]([CH2:1][CH2:2][CH3:3])[CH:5]1[CH2:19][C:9]2=[CH:10][CH:11]=[C:12]3[C:16]([NH:15][CH:14]=[CH:13]3)=[C:8]2[CH2:7][CH2:6]1)[CH2:21][CH3:22] |f:1.2.3.4.5.6,8.9|. The reactants are C(CC)N(C1CCC=2C(=CC=C3C(C(NC23)=O)=O)C1)CCC (7-di-n-propylamino-6,7,8,9-tetrahydro-1H-benzo[g]indole-2,3-dione), 2a, [H-].[Al+3].[Li+].[H-].[H-].[H-] (lithiumaluminum hydride), O (water), [OH-].[Na+] (sodium hydroxide), O (water). Run in C(C)OCC (diethyl ether), C(C)OCC (diethyl ether). Run at time 8 hour. Procedure: A solution of 7-di-n-propylamino-6,7,8,9-tetrahydro-1H-benzo[g]indole-2,3-dione, 2a, (Chart 1) (22.0 g, 73.2 mmol) in dry diethyl ether (100 mL) was added dropwise to a suspension of lithiumaluminum hydride (9.0 g, 237 mmol) in dry diethyl ether (600 mL). After stirring overnight at ambient temperature, water (9.0 mL), 15% sodium hydroxide (9 mL) and water (27 mL) were consecutively added. The mixture was stirred for 20 minutes followed by filtration of inorganic material. The solution was dried...